From a dataset of the Open Reaction Database (ORD), a public repository of structured organic reaction records. describe an organic reaction: reactants, conditions, products, and yield Yields the product Cl, c1ccc(OCCSCc2nc(-c3ccc(OCCN4CCCCC4)cc3)no2)cc1. Reactants: CCO, ClCCN1CCCCC1, Cl, [H-], [Na+], Oc1ccc(-c2noc(CSCCOc3ccccc3)n2)cc1. As a reaction SMILES: [CH3:36][CH2:37][OH:38].[Cl:27][CH2:28][CH2:29][N:30]1[CH2:31][CH2:32][CH2:33][CH2:34][CH2:35]1.[ClH:26].[H-:25].[Na+:24].[O:1]([c:2]1[cH:3][cH:4][cH:5][cH:6][cH:7]1)[CH2:8][CH2:9][S:10][CH2:11][c:12]1[n:13][c:14](-[c:17]2[cH:18][cH:19][c:20]([OH:23])[cH:21][cH:22]2)[n:15][o:16]1>>[ClH:27].[O:1]([c:2]1[cH:3][cH:4][cH:5][cH:6][cH:7]1)[CH2:8][CH2:9][S:10][CH2:11][c:12]1[n:13][c:14](-[c:17]2[cH:18][cH:19][c:20]([O:23][CH2:28][CH2:29][N:30]3[CH2:31][CH2:32][CH2:33][CH2:34][CH2:35]3)[cH:21][cH:22]2)[n:15][o:16]1. Starting materials: NC=1C(=CC=CC1)C (o-toluidine), N1=CC=CC=C1 (pyridine), BrC=1C(=CC(=C(C(=O)Cl)C1)OCC1=CC=CC=C1)OCC1=CC=CC=C1 (5-bromo-2,4-dibenzyloxybenzoyl chloride). Solvent: ClCCl (dichloromethane), ClCCl (dichloromethane). Reaction conditions: time 16 hour. Yields the product BrC=1C(=CC(=C(C(=O)NC2=C(C=CC=C2)C)C1)OCC1=CC=CC=C1)OCC1=CC=CC=C1 (5-bromo-2,4-dibenzyloxy-N-o-tolylbenzamide). As a reaction SMILES: [Br:1][C:2]1[C:3]([O:19][CH2:20][C:21]2[CH:26]=[CH:25][CH:24]=[CH:23][CH:22]=2)=[CH:4][C:5]([O:11][CH2:12][C:13]2[CH:18]=[CH:17][CH:16]=[CH:15][CH:14]=2)=[C:6]([CH:10]=1)[C:7](Cl)=[O:8].[NH2:27][C:28]1[C:29]([CH3:34])=[CH:30][CH:31]=[CH:32][CH:33]=1.N1C=CC=CC=1>ClCCl>[Br:1][C:2]1[C:3]([O:19][CH2:20][C:21]2[CH:26]=[CH:25][CH:24]=[CH:23][CH:22]=2)=[CH:4][C:5]([O:11][CH2:12][C:13]2[CH:18]=[CH:17][CH:16]=[CH:15][CH:14]=2)=[C:6]([CH:10]=1)[C:7]([NH:27][C:28]1[CH:33]=[CH:32][CH:31]=[CH:30][C:29]=1[CH3:34])=[O:8]. Procedure: 1.5 A solution of 4.5 g of 5-bromo-2,4-dibenzyloxybenzoyl chloride in 6 ml of dichloromethane is added dropwise with ice-cooling to a solution of 1.126 ml of o-toluidine and 1.211 ml of pyridine in 40 ml of dichloromethane. The mixture is stirred at room temperature for a further 16 hours and subjected to conventional work-up, giving 3 g of 5-bromo-2,4-dibenzyloxy-N-o-tolylbenzamide. Run at time 2 hour. Solvent: O1CCCC1 (tetrahydrofuran), CO.O (MeOH water). Yields the product C1(=CC=CC=C1)C=1N=C(OC1C1=CC=CC=C1)C=1C(CCCC1)CC=1C=C(C(=O)NCC(=O)O)C=CC1 ((±)-{3-{[2-(4,5-diphenyloxazol-2-yl)-2-cyclohexen-1-yl]methyl}benzoylamino}acetic acid). Reactants: Cl (hydrochloric acid), C1(=CC=CC=C1)C=1N=C(OC1C1=CC=CC=C1)C=1C(CCCC1)CC=1C=C(C(=O)NCC(=O)OCC)C=CC1 (ethyl (±)-{3-{[2-(4,5-diphenyloxazol-2-yl)-2-cyclohexen-1-yl]methyl}benzoylamino}acetate), [OH-].[Li+].O (lithium hydroxide water). Isolated yield 99.6%. Reported procedure: To a solution of ethyl (±)-{3-{[2-(4,5-diphenyloxazol-2-yl)-2-cyclohexen-1-yl]methyl}benzoylamino}acetate (136.8 mg, 0.263 mmol) in tetrahydrofuran (4 ml) was added a solution of lithium hydroxide-water (22.1 mg, 0.526 mmol) in MeOH-water (1:1) (2.8 ml) at 5° C. and the mixture was stirred at room temperature for 2 hours. To the reaction mixture was added 1N-hydrochloric acid (0.8 ml) at 5° C. and extracted with EtOAc. The organic layer was washed with water and brine successively, dried over ma... As a reaction SMILES: [C:1]1([C:7]2[N:8]=[C:9]([C:18]3[CH:19]([CH2:24][C:25]4[CH:26]=[C:27]([CH:37]=[CH:38][CH:39]=4)[C:28]([NH:30][CH2:31][C:32]([O:34]CC)=[O:33])=[O:29])[CH2:20][CH2:21][CH2:22][CH:23]=3)[O:10][C:11]=2[C:12]2[CH:17]=[CH:16][CH:15]=[CH:14][CH:13]=2)[CH:6]=[CH:5][CH:4]=[CH:3][CH:2]=1.[OH-].[Li+].O.Cl>O1CCCC1.CO.O>[C:1]1([C:7]2[N:8]=[C:9]([C:18]3[CH:19]([CH2:24][C:25]4[CH:26]=[C:27]([CH:37]=[CH:38][CH:39]=4)[C:28]([NH:30][CH2:31][C:32]([OH:34])=[O:33])=[O:29])[CH2:20][CH2:21][CH2:22][CH:23]=3)[O:10][C:11]=2[C:12]2[CH:13]=[CH:14][CH:15]=[CH:16][CH:17]=2)[CH:2]=[CH:3][CH:4]=[CH:5][CH:6]=1 |f:1.2.3,6.7|. The reactants are NC=1C=C2C(=CNC2=CC1)C1CCN(CC1)C (5-amino-3-(1-methylpiperidin-4-yl)-1H-indole), N1=CC(=CC=C1)C(=O)O (pyridine-3-carboxylic acid). The product is N1=CC(=CC=C1)C(=O)NC=1C=C2C(=CNC2=CC1)C1CCN(CC1)C (5-(pyridine-3-carbonyl)amino-3-(1-methylpiperidin-4-yl)-1H-indole). Isolated yield 73.8%. Reaction SMILES: [NH2:1][C:2]1[CH:3]=[C:4]2[C:8](=[CH:9][CH:10]=1)[NH:7][CH:6]=[C:5]2[CH:11]1[CH2:16][CH2:15][N:14]([CH3:17])[CH2:13][CH2:12]1.[N:18]1[CH:23]=[CH:22][CH:21]=[C:20]([C:24](O)=[O:25])[CH:19]=1>>[N:18]1[CH:23]=[CH:22][CH:21]=[C:20]([C:24]([NH:1][C:2]2[CH:3]=[C:4]3[C:8](=[CH:9][CH:10]=2)[NH:7][CH:6]=[C:5]3[CH:11]2[CH2:16][CH2:15][N:14]([CH3:17])[CH2:13][CH2:12]2)=[O:25])[CH:19]=1. Reported procedure: Beginning with 7.0 mg (0.03 mMol) 5-amino-3-(1-methylpiperidin-4-yl)-1H-indole and 11.1 mg (0.09 mMol pyridine-3-carboxylic acid, 7.4 mg of the title compound were recovered. Starting materials: C1(CCCC1)OC=1C=C(C=CC1OC(F)F)C1=C(C=O)C=CC=C1 ((3-cyclopentyloxy-4-difluoromethoxyphenyl)benzaldehyde), [BH4-].[Na+] (sodium borohydride), alcohol, N1=CC=CC=C1 (pyridine), S(=O)(Cl)Cl (thionyl chloride), [C-]#N.[Na+] (sodium cyanide), [OH-].[Na+] (sodium hydroxide). Solvent: C(C)O (ethanol). Reaction conditions: time 20 minute. Product: C1(CCCC1)OC=1C=C(C=CC1OC(F)F)CC#N ((3-Cyclopentyloxy-4-difluoromethoxyphenyl)acetonitrile). Isolated yield 199.5%. Reaction SMILES: [CH:1]1([O:6][C:7]2[CH:8]=[C:9]([C:17]3[CH:24]=CC=CC=3C=O)[CH:10]=[CH:11][C:12]=2[O:13][CH:14]([F:16])[F:15])[CH2:5][CH2:4][CH2:3][CH2:2]1.[BH4-].[Na+].[OH-].[Na+].[N:29]1C=CC=CC=1.S(Cl)(Cl)=O.[C-]#N.[Na+]>C(O)C>[CH:1]1([O:6][C:7]2[CH:8]=[C:9]([CH2:17][C:24]#[N:29])[CH:10]=[CH:11][C:12]=2[O:13][CH:14]([F:16])[F:15])[CH2:5][CH2:4][CH2:3][CH2:2]1 |f:1.2,3.4,7.8|. Procedure details: To a solution of (3-cyclopentyloxy-4-difluoromethoxyphenyl)benzaldehyde (3.4 g, 13.4 mmol) in absolute ethanol (33 mL) under an argon atmosphere at room temperature was added sodium borohydride (1.06 g, 28 mmol). After 20 min, 10% aqueous sodium hydroxide (15 mL) was added, the ethanol was removed in vacuo and the aqueous residue was extracted three times with ether. The organic extract was washed twice with brine, was dried (magnesium sulfate) and evaporated to a pale yellow oil (3.44 g). A sol... Reactants: CC(C)(C)OC(=O)N1CCC(Oc2ccc(Br)c3cnc(Cl)nc23)CC1, CC(C)O, Nc1ccc(N2CCOCC2)c(Cl)c1. Yields the product CC(C)(C)OC(=O)N1CCC(Oc2ccc(Br)c3cnc(Nc4ccc(N5CCOCC5)c(Cl)c4)nc23)CC1. As a reaction SMILES: [Br:1][c:2]1[c:3]2[cH:4][n:5][c:6]([Cl:26])[n:7][c:8]2[c:9]([O:12][CH:13]2[CH2:14][CH2:15][N:16]([C:19](=[O:20])[O:21][C:22]([CH3:23])([CH3:24])[CH3:25])[CH2:17][CH2:18]2)[cH:10][cH:11]1.[CH:41]([OH:42])([CH3:43])[CH3:44].[NH2:27][c:28]1[cH:29][c:30]([Cl:40])[c:31]([N:34]2[CH2:35][CH2:36][O:37][CH2:38][CH2:39]2)[cH:32][cH:33]1>>[Br:1][c:2]1[c:3]2[cH:4][n:5][c:6]([NH:27][c:28]3[cH:29][c:30]([Cl:40])[c:31]([N:34]4[CH2:35][CH2:36][O:37][CH2:38][CH2:39]4)[cH:32][cH:33]3)[n:7][c:8]2[c:9]([O:12][CH:13]2[CH2:14][CH2:15][N:16]([C:19](=[O:20])[O:21][C:22]([CH3:23])([CH3:24])[CH3:25])[CH2:17][CH2:18]2)[cH:10][cH:11]1.